This data is from the Open Reaction Database (ORD), a public repository of structured organic reaction records. The task is: describe an organic reaction: reactants, conditions, products, and yield The reactants are CCOC(=O)c1sc(-c2ccc(OCC(C)(C)C)c(Br)c2)nc1C, CN1CCCC1=O, [I-], [I-], [Li+]. The product is CCOC(=O)c1sc(-c2ccc(OCC(C)(C)C)c(I)c2)nc1C. RXN SMILES: [Br:1][c:2]1[cH:3][c:4](-[c:14]2[s:15][c:16]([C:20](=[O:21])[O:22][CH2:23][CH3:24])[c:17]([CH3:19])[n:18]2)[cH:5][cH:6][c:7]1[O:8][CH2:9][C:10]([CH3:11])([CH3:12])[CH3:13].[CH3:28][N:29]1[CH2:30][CH2:31][CH2:32][C:33]1=[O:34].[I-:25].[I-:26].[Li+:27]>>[c:2]1([I:25])[cH:3][c:4](-[c:14]2[s:15][c:16]([C:20](=[O:21])[O:22][CH2:23][CH3:24])[c:17]([CH3:19])[n:18]2)[cH:5][cH:6][c:7]1[O:8][CH2:9][C:10]([CH3:11])([CH3:12])[CH3:13]. Reactants: CC(=O)Cl, ClCCl, CC(C)Oc1ccc(-c2nc(-c3cccc4c3CCC4O)no2)cc1C#N, c1ccncc1. Yields the product CC(=O)OC1CCc2c(-c3noc(-c4ccc(OC(C)C)c(C#N)c4)n3)cccc21. Reaction SMILES: [CH3:34][C:35]([Cl:36])=[O:37].[Cl:38][CH2:39][Cl:40].[OH:1][CH:2]1[CH2:3][CH2:4][c:5]2[c:6](-[c:11]3[n:12][o:13][c:14](-[c:16]4[cH:17][cH:18][c:19]([O:24][CH:25]([CH3:26])[CH3:27])[c:20]([C:21]#[N:22])[cH:23]4)[n:15]3)[cH:7][cH:8][cH:9][c:10]21.[cH:28]1[cH:29][cH:30][n:31][cH:32][cH:33]1>>[O:1]([CH:2]1[CH2:3][CH2:4][c:5]2[c:6](-[c:11]3[n:12][o:13][c:14](-[c:16]4[cH:17][cH:18][c:19]([O:24][CH:25]([CH3:26])[CH3:27])[c:20]([C:21]#[N:22])[cH:23]4)[n:15]3)[cH:7][cH:8][cH:9][c:10]21)[C:35]([CH3:34])=[O:37]. Starting materials: ClCCCCCCOCCOCCNC(OC(C)(C)C)=O (tert-butyl N-[2-{2-(6-chlorohexyloxy)ethoxy}ethyl]carbamate), ClCCl.CO (dichloromethane methanol), ClCCCCCCOCCOCCNC(OC(C)(C)C)=O (tert-butyl N-[2-{2-(6-chlorohexyloxy)ethoxy}ethyl]carbamate), FC(C(=O)O)(F)F (trifluoroacetic acid). Solvent: ClCCl (dichloromethane). Reaction conditions: temperature 0 celsius, time 2 hour. Yields the product FC(C(=O)[O-])(F)F.ClCCCCCCOCCOCC[NH3+] (2-[2-(6-chlorohexyloxy)ethoxy]ethylammonium trifluoroacetate). Reaction SMILES: [Cl:1][CH2:2][CH2:3][CH2:4][CH2:5][CH2:6][CH2:7][O:8][CH2:9][CH2:10][O:11][CH2:12][CH2:13][NH:14]C(=O)OC(C)(C)C.[F:22][C:23]([F:28])([F:27])[C:24]([OH:26])=[O:25].ClCCl.CO>ClCCl>[F:22][C:23]([F:28])([F:27])[C:24]([O-:26])=[O:25].[Cl:1][CH2:2][CH2:3][CH2:4][CH2:5][CH2:6][CH2:7][O:8][CH2:9][CH2:10][O:11][CH2:12][CH2:13][NH3+:14] |f:2.3,5.6|. Procedure details: Under argon atmosphere, to a solution of tert-butyl N-[2-{2-(6-chlorohexyloxy)ethoxy}ethyl]carbamate (11) (synthesized by the method described in Non-Patent Document Y. Zhang, M.-k. So, A. M. Loening, H. Yao, S. S. Gambhir, J. Rao, Angew. Chem. Int. Ed., 2006, 118, 4936-4940) (142 mg, 438 μmol) in dichloromethane (3.5 mL) was added trifluoroacetic acid (0.5 mL) at 0° C. After stirring for 2 hours at the same temperature of 0° C., the starting compound 11 completely disappeared as judged from TLC... The reactants are [Mg] (magnesium), Cl (HCl), C(CCCCC)Br (Hexyl bromide), ClC1=CC=C(C=C1)Cl (1,4-dichlorobenzene). The reagents and catalysts are Cl[Ni]Cl (NiCl2). The solvent is C(C)OCC (diethyl ether), C(C)OCC (diethylether), C(C)OCC (diethylether). Reaction conditions: time 3 hour. Product: C(CCCCC)C1=CC=C(C=C1)CCCCCC (2,5-dihexylbenzene). Reaction SMILES: [Mg].[CH2:2](Br)[CH2:3][CH2:4][CH2:5][CH2:6][CH3:7].Cl[C:10]1[CH:15]=[CH:14][C:13](Cl)=[CH:12][CH:11]=1.Cl>Cl[Ni]Cl.C(OCC)C>[CH2:2]([C:10]1[CH:15]=[CH:14][C:13]([CH2:2][CH2:3][CH2:4][CH2:5][CH2:6][CH3:7])=[CH:12][CH:11]=1)[CH2:3][CH2:4][CH2:5][CH2:6][CH3:7]. Procedure details: Nitrogen was introduced into a flask (250 ml), and 10 ml of anhydrous diethyl ether was added, and 15 g of magnesium was added, and stirred. Hexyl bromide (0.61 mole) of 100 g mixed with 50 ml of diethylether was poured into a dropping funnel, and the mixture therein was slowly added into the flask over 1 hour. The reaction was carried out at 45° C. for 3 hours. The reaction product, Grignard, was poured into a dropping funnel. To the reactant was slowly added a mixture of 42 g of 1,4-dichlorobe... Reactants: BrB(Br)Br, ClCCl, COc1ccc(CNC(=O)C(F)(F)F)cc1. The product is O=C(NCc1ccc(O)cc1)C(F)(F)F. As a reaction SMILES: [B:17]([Br:18])([Br:19])[Br:20].[Cl:21][CH2:22][Cl:23].[F:1][C:2]([C:3](=[O:4])[NH:5][CH2:6][c:7]1[cH:8][cH:9][c:10]([O:13][CH3:14])[cH:11][cH:12]1)([F:15])[F:16]>>[F:1][C:2]([C:3](=[O:4])[NH:5][CH2:6][c:7]1[cH:8][cH:9][c:10]([OH:13])[cH:11][cH:12]1)([F:15])[F:16].